Dataset: the Open Reaction Database (ORD), a public repository of structured organic reaction records. Task: describe an organic reaction: reactants, conditions, products, and yield Starting materials: CCN(C)CCCOc1ccccc1C1SCC(=O)N1CCc1ccc([N+](=O)[O-])cc1, CCO, [H][H]. Product: CCN(C)CCCOc1ccccc1C1SCC(=O)N1CCc1ccc(N)cc1. Reaction SMILES: [CH3:1][N:2]([CH2:3][CH2:4][CH2:5][O:6][c:7]1[c:8]([CH:13]2[S:14][CH2:15][C:16](=[O:29])[N:17]2[CH2:18][CH2:19][c:20]2[cH:21][cH:22][c:23]([N+:26]([O-:27])=[O:28])[cH:24][cH:25]2)[cH:9][cH:10][cH:11][cH:12]1)[CH2:30][CH3:31].[CH3:34][CH2:35][OH:36].[H:32][H:33]>>[CH3:1][N:2]([CH2:3][CH2:4][CH2:5][O:6][c:7]1[c:8]([CH:13]2[S:14][CH2:15][C:16](=[O:29])[N:17]2[CH2:18][CH2:19][c:20]2[cH:21][cH:22][c:23]([NH2:26])[cH:24][cH:25]2)[cH:9][cH:10][cH:11][cH:12]1)[CH2:30][CH3:31]. The reactants are Nc1cccc(Br)n1, CC(=O)O[BH-](OC(C)=O)OC(C)=O, CC(=O)O, ClCCl, Cl, O=CC1(F)CCOCC1, [Na+], [Na+], O=C([O-])O. Yields the product FC1(CNc2cccc(Br)n2)CCOCC1. RXN SMILES: [Br:1][c:2]1[cH:3][cH:4][cH:5][c:6]([NH2:8])[n:7]1.[C:22]([O:23][BH-:24]([O:25][C:26](=[O:27])[CH3:28])[O:29][C:30](=[O:31])[CH3:32])(=[O:33])[CH3:34].[CH3:18][C:19](=[O:20])[OH:21].[Cl:36][CH2:37][Cl:38].[ClH:44].[F:9][C:10]1([CH:16]=[O:17])[CH2:11][CH2:12][O:13][CH2:14][CH2:15]1.[Na+:35].[Na+:43].[O-:39][C:40]([OH:41])=[O:42]>>[Br:1][c:2]1[cH:3][cH:4][cH:5][c:6]([NH:8][CH2:16][C:10]2([F:9])[CH2:11][CH2:12][O:13][CH2:14][CH2:15]2)[n:7]1. The reactants are NC(CO)CC(F)(F)F (2-amino-4,4,4-trifluorobutan-1-ol), FC1=C(COC=2C=3N(C=CC2)C(=C(N3)C)C(=O)O)C(=CC=C1)F (8-[(2,6-difluorobenzyl)oxy]-2-methylimidazo[1,2-a]pyridine-3-carboxylic acid), F[B-](F)(F)F.N1(N=NC2=C1C=CC=C2)O[C+](N(C)C)N(C)C ((benzotriazol-1-yloxy)bisdimethylaminomethylium fluoroborate), CN1CCOCC1 (4-methylmorpholine), NC(CO)CC(F)(F)F (2-amino-4,4,4-trifluorobutan-1-ol), NC(CO)CC(F)(F)F (2-amino-4,4,4-trifluorobutan-1-ol), NC(CO)CC(F)(F)F (2-amino-4,4,4-trifluorobutan-1-ol). Run in ClCCl (dichloromethane), CN(C)C=O (DMF). Reaction conditions: time 10 minute. Yields the product FC1=C(COC=2C=3N(C=CC2)C(=C(N3)C)C(=O)NC(C(F)(F)F)CO)C(=CC=C1)F (rac-8-[(2,6-Difluorobenzyl)oxy]-2-methyl-N-(1,1,1-trifluoro-3-hydroxypropan-2-yl)imidazo[1,2-a]pyridine-3-carboxamide). As a reaction SMILES: [F:1][C:2]1[CH:22]=[CH:21][CH:20]=[C:19]([F:23])[C:3]=1[CH2:4][O:5][C:6]1[C:7]2[N:8]([C:12]([C:16]([OH:18])=O)=[C:13]([CH3:15])[N:14]=2)[CH:9]=[CH:10][CH:11]=1.F[B-](F)(F)F.N1(O[C+](N(C)C)N(C)C)C2C=CC=CC=2N=N1.C[N:47]1CC[O:50][CH2:49][CH2:48]1.NC(C[C:58]([F:61])([F:60])[F:59])CO>ClCCl.CN(C=O)C>[F:23][C:19]1[CH:20]=[CH:21][CH:22]=[C:2]([F:1])[C:3]=1[CH2:4][O:5][C:6]1[C:7]2[N:8]([C:12]([C:16]([NH:47][CH:48]([CH2:49][OH:50])[C:58]([F:61])([F:60])[F:59])=[O:18])=[C:13]([CH3:15])[N:14]=2)[CH:9]=[CH:10][CH:11]=1 |f:1.2|. Procedure: 50 mg (0.16 mmol) of 8-[(2,6-difluorobenzyl)oxy]-2-methylimidazo[1,2-a]pyridine-3-carboxylic acid, 55 mg (0.17 mmol) of (benzotriazol-1-yloxy)bisdimethylaminomethylium fluoroborate (TBTU) and 79 mg (0.79 mmol) of 4-methylmorpholine were initially charged in 1.0 ml of dichloromethane. After 10 min at RT, 28 mg (0.17 mmol) of 2-amino-4,4,4-trifluorobutan-1-ol were added and the mixture was stirred at room temperature overnight. 1 ml of DMF and 50 mg (0.39 mmol) of 2-amino-4,4,4-trifluorobutan-1-ol... The reactants are COC(=O)c1ccc(-c2ccc(CCNC(=O)OCc3ccccc3)cc2)c(C)c1, CO, O=C[O-], [NH4+], O. Yields the product COC(=O)c1ccc(-c2ccc(CCN)cc2)c(C)c1. As a reaction SMILES: [CH2:1]([O:2][C:3](=[O:4])[NH:11][CH2:12][CH2:13][c:14]1[cH:15][cH:16][c:17](-[c:20]2[c:21]([CH3:30])[cH:22][c:23]([C:26](=[O:27])[O:28][CH3:29])[cH:24][cH:25]2)[cH:18][cH:19]1)[c:5]1[cH:6][cH:7][cH:8][cH:9][cH:10]1.[CH3:35][OH:36].[CH:31]([O-:32])=[O:33].[NH4+:34].[OH2:37]>>[NH2:11][CH2:12][CH2:13][c:14]1[cH:15][cH:16][c:17](-[c:20]2[c:21]([CH3:30])[cH:22][c:23]([C:26](=[O:27])[O:28][CH3:29])[cH:24][cH:25]2)[cH:18][cH:19]1. Starting materials: [BH3-]C#N.[Na+] (NaBH3CN), ClC=1C=NC=C(C1CNC1=CC(=C(C=C1)OC)OC)Cl ((3,5-Dichloro-pyridin-4-ylmethyl)-(3,4-dimethoxy-phenyl)-amine), 4A, S1C=C(C=C1)C=O (thiophen-3-carbaldehyde), CC(=O)O (AcOH). Run in CO (MeOH). Conditions: time 2 hour. Product: ClC=1C=NC=C(C1CN(CC1=CSC=C1)C1=CC(=C(C=C1)OC)OC)Cl ((3,5-dichloro-pyridin-4-ylmethyl)-(3,4-dimethoxy-phenyl)-thiophen-3-ylmethyl-amine). RXN SMILES: [Cl:1][C:2]1[CH:3]=[N:4][CH:5]=[C:6]([Cl:20])[C:7]=1[CH2:8][NH:9][C:10]1[CH:15]=[CH:14][C:13]([O:16][CH3:17])=[C:12]([O:18][CH3:19])[CH:11]=1.[S:21]1[CH:25]=[CH:24][C:23]([CH:26]=O)=[CH:22]1.[BH3-]C#N.[Na+].CC(O)=O>CO>[Cl:20][C:6]1[CH:5]=[N:4][CH:3]=[C:2]([Cl:1])[C:7]=1[CH2:8][N:9]([C:10]1[CH:15]=[CH:14][C:13]([O:16][CH3:17])=[C:12]([O:18][CH3:19])[CH:11]=1)[CH2:26][C:23]1[CH:24]=[CH:25][S:21][CH:22]=1 |f:2.3|. Reported procedure: Intermediate B1 (200 mg, 0.64 mmoles) was dissolved in MeOH (10 mL). Molecular sieves (4A, 200 mg) were added, and then thiophen-3-carbaldehyde (0.056 mL, 0.64 mmoles) was added. The mixture was stirred at room temperature for 2 hours, then NaBH3CN (121 mg, 1.9 mmoles) was added. AcOH was added dropwise to pH=5. After 48 hours, molecular sieves were removed by filtration, and water was added (20 mL). The mixture was extracted with AcOEt (3×50 mL), and the organic layer was washed with brine, dri... The reactants are CC(C)CC(C(=O)Oc1c(F)c(F)c(F)c(F)c1F)C1OC(C)(C)OC1=O, CN(C)C=O, O, CC(C)CC(C(=O)N1CCN(c2ccccn2)CC1)C(O)C(=O)NO, CC(C)CC(C(=O)N1CCN(c2ccccn2)CC1C)C(O)C(=O)NO. Product: CC(C)CC(C(=O)N1CCN(c2ccccn2)CC1C)C1OC(C)(C)OC1=O. As a reaction SMILES: [CH3:1][C:2]1([CH3:27])[O:3][C:4](=[O:26])[CH:5]([CH:7]([C:8]([O:10][c:9]2[c:11]([F:12])[c:13]([F:14])[c:15]([F:16])[c:17]([F:18])[c:19]2[F:20])=[O:21])[CH2:22][CH:23]([CH3:24])[CH3:25])[O:6]1.[O:80]=[CH:81][N:82]([CH3:83])[CH3:84].[OH2:79].[OH:28][NH:29][C:30](=[O:31])[CH:32]([OH:33])[CH:34]([C:35]([N:36]1[CH2:37][CH2:38][N:39]([c:40]2[cH:41][cH:42][cH:43][cH:44][n:45]2)[CH2:46][CH2:47]1)=[O:48])[CH2:49][CH:50]([CH3:51])[CH3:52].[OH:53][NH:54][C:55](=[O:56])[CH:57]([OH:58])[CH:59]([C:60](=[O:61])[N:64]1[CH:65]([CH3:76])[CH2:66][N:67]([c:70]2[n:71][cH:72][cH:73][cH:74][cH:75]2)[CH2:68][CH2:69]1)[CH2:62][CH:63]([CH3:77])[CH3:78]>>[CH3:1][C:2]1([CH3:27])[O:3][C:4](=[O:26])[CH:5]([CH:7]([C:8](=[O:10])[N:64]2[CH:65]([CH3:76])[CH2:66][N:67]([c:70]3[n:71][cH:72][cH:73][cH:74][cH:75]3)[CH2:68][CH2:69]2)[CH2:22][CH:23]([CH3:24])[CH3:25])[O:6]1. Reactants: CO, [H][H], O=[N+]([O-])c1ccccc1CCNC1CCN(Cc2ccccc2)CC1, O=[Pt]=O. Yields the product Nc1ccccc1CCNC1CCN(Cc2ccccc2)CC1. As a reaction SMILES: [CH3:28][OH:29].[H:26][H:27].[N+:1]([O-:2])(=[O:3])[c:4]1[c:5]([CH2:6][CH2:7][NH:8][CH:9]2[CH2:10][CH2:11][N:12]([CH2:15][c:16]3[cH:17][cH:18][cH:19][cH:20][cH:21]3)[CH2:13][CH2:14]2)[cH:22][cH:23][cH:24][cH:25]1.[Pt:30](=[O:31])=[O:32]>>[NH2:1][c:4]1[c:5]([CH2:6][CH2:7][NH:8][CH:9]2[CH2:10][CH2:11][N:12]([CH2:15][c:16]3[cH:17][cH:18][cH:19][cH:20][cH:21]3)[CH2:13][CH2:14]2)[cH:22][cH:23][cH:24][cH:25]1.